describe an organic reaction: reactants, conditions, products, and yield From a dataset of the Open Reaction Database (ORD), a public repository of structured organic reaction records. The reactants are O=c1[nH]c2cc(Cl)ccc2c(=O)c(Br)c1O, C1CCOC1, C[Sn](C)(C)c1ccccc1. Yields the product O=c1[nH]c2cc(Cl)ccc2c(=O)c(-c2ccccc2)c1O. Reaction SMILES: [Br:1][c:2]1[c:3](=[O:16])[c:4]2[c:5]([nH:6][c:7](=[O:10])[c:8]1[OH:9])[cH:11][c:12]([Cl:15])[cH:13][cH:14]2.[CH2:27]1[O:28][CH2:29][CH2:30][CH2:31]1.[c:17]1([Sn:23]([CH3:24])([CH3:25])[CH3:26])[cH:18][cH:19][cH:20][cH:21][cH:22]1>>[c:2]1(-[c:17]2[cH:18][cH:19][cH:20][cH:21][cH:22]2)[c:3](=[O:16])[c:4]2[c:5]([nH:6][c:7](=[O:10])[c:8]1[OH:9])[cH:11][c:12]([Cl:15])[cH:13][cH:14]2.